This data is from the Open Reaction Database (ORD), a public repository of structured organic reaction records. The task is: describe an organic reaction: reactants, conditions, products, and yield Starting materials: COC=1C=C(C=CC1[N+](=O)[O-])C(=O)[N@]1C(C1)C ((R)-(3-methoxy-4-nitrophenyl)(2-methylaziridin-1-yl)methanone). The reagents and catalysts are [Pd] (palladium on carbon). Solvent: CO (MeOH). Reaction conditions: time 1 hour. The product is NC1=C(C=C(C=C1)C(=O)[N@]1C(C1)C)OC ((R)-(4-Amino-3-methoxyphenyl)(2-methylaziridin-1-yl)methanone). Yield: 94.0%. RXN SMILES: [CH3:1][O:2][C:3]1[CH:4]=[C:5]([C:12]([N@@:14]2[CH2:16][CH:15]2[CH3:17])=[O:13])[CH:6]=[CH:7][C:8]=1[N+:9]([O-])=O>CO.[Pd]>[NH2:9][C:8]1[CH:7]=[CH:6][C:5]([C:12]([N@@:14]2[CH2:16][CH:15]2[CH3:17])=[O:13])=[CH:4][C:3]=1[O:2][CH3:1]. Procedure details: To a solution of (R)-(3-methoxy-4-nitrophenyl)(2-methylaziridin-1-yl)methanone (1 equiv) in MeOH (0.22 M) was added 10% palladium on carbon (18 weight %). The reaction was stirred at room temperature for 1 h under hydrogen. The mixture was filtered through a pad of celite and concentrated to give the desired product (94% yield) as a white solid. MS (ESI) m/z 207.1 [M+H]+. Reactants: O=C(n1ccnc1)n1ccnc1, CNC(=O)c1cc(Oc2ccc(N)c(F)c2)ccn1, CC(Cl)Cl, Nc1cc(C(F)(F)F)ncn1. The product is CNC(=O)c1cc(Oc2ccc(NC(=O)Nc3cc(C(F)(F)F)ncn3)c(F)c2)ccn1. Reaction SMILES: [C:12](=[O:13])([n:14]1[cH:15][cH:16][n:17][cH:18]1)[n:19]1[cH:20][cH:21][n:22][cH:23]1.[CH3:24][NH:25][C:26](=[O:27])[c:28]1[n:29][cH:30][cH:31][c:32]([O:34][c:35]2[cH:36][c:37]([F:42])[c:38]([NH2:41])[cH:39][cH:40]2)[cH:33]1.[Cl:43][CH:44]([Cl:45])[CH3:46].[NH2:1][c:2]1[n:3][cH:4][n:5][c:6]([C:8]([F:9])([F:10])[F:11])[cH:7]1>>[NH:1]([c:2]1[n:3][cH:4][n:5][c:6]([C:8]([F:9])([F:10])[F:11])[cH:7]1)[C:12](=[O:13])[NH:41][c:38]1[c:37]([F:42])[cH:36][c:35]([O:34][c:32]2[cH:31][cH:30][n:29][c:28]([C:26]([NH:25][CH3:24])=[O:27])[cH:33]2)[cH:40][cH:39]1. Reaction SMILES: [CH3:15][N:16]([C:17](=[O:18])[Cl:19])[c:20]1[cH:21][cH:22][cH:23][cH:24][cH:25]1.[N:26]12[CH2:27][CH2:28][N:29]([CH2:30][CH2:31]1)[CH2:32][CH2:33]2.[O:34]1[CH2:35][CH2:36][CH2:37][CH2:38]1.[OH:1][c:2]1[n:3][cH:4][c:5]([N+:12](=[O:13])[O-:14])[cH:6][c:7]1[C:8]([F:9])([F:10])[F:11]>>[O:1]([c:2]1[n:3][cH:4][c:5]([N+:12](=[O:13])[O-:14])[cH:6][c:7]1[C:8]([F:9])([F:10])[F:11])[C:17]([N:16]([CH3:15])[c:20]1[cH:21][cH:22][cH:23][cH:24][cH:25]1)=[O:18]. Reactants: CN(C(=O)Cl)c1ccccc1, C1CN2CCN1CC2, C1CCOC1, O=[N+]([O-])c1cnc(O)c(C(F)(F)F)c1. Yields the product CN(C(=O)Oc1ncc([N+](=O)[O-])cc1C(F)(F)F)c1ccccc1. Starting materials: C1CCOC1, CC(C)(C)[O-], Nc1cc(F)cc(F)c1, O=[N+]([O-])c1c(F)cc(F)cc1F, [K+], O. Product: O=[N+]([O-])c1c(F)cc(F)cc1Nc1cc(F)cc(F)c1. As a reaction SMILES: [CH2:29]1[O:30][CH2:31][CH2:32][CH2:33]1.[CH3:22][C:23]([CH3:24])([O-:25])[CH3:26].[F:13][c:14]1[cH:15][c:16]([NH2:17])[cH:18][c:19]([F:21])[cH:20]1.[F:1][c:2]1[c:3]([N+:10](=[O:11])[O-:12])[c:4]([F:9])[cH:5][c:6]([F:8])[cH:7]1.[K+:27].[OH2:28]>>[c:2]1([NH:17][c:16]2[cH:15][c:14]([F:13])[cH:20][c:19]([F:21])[cH:18]2)[c:3]([N+:10](=[O:11])[O-:12])[c:4]([F:9])[cH:5][c:6]([F:8])[cH:7]1. Starting materials: [H-].[Na+] (sodium hydride), NOP(C1=CC=CC=C1)(C1=CC=CC=C1)=O ((aminooxy)(diphenyl) phosphine oxide), C(C)(C)(C)OC(=O)NC1=C(C=C(C=C1)C=1C(=CNC1C#N)C(=O)OCC)F (Ethyl 4-{4-[(tert-butoxycarbonyl)amino]-3-fluorophenyl}-5-cyano-1H-pyrrole-3-carboxylate). Run in CN(C)C=O (DMF). Reaction conditions: time 15 minute. Product: NN1C=C(C(=C1C#N)C1=CC(=C(C=C1)NC(=O)OC(C)(C)C)F)C(=O)OCC (ethyl 1-amino-4-{4-[(tert-butoxycarbonyl)amino]-3-fluorophenyl}-5-cyano-1H-pyrrole-3-carboxylate), powder. The yield is 102.2%. As a reaction SMILES: [H-].[Na+].[C:3]([O:7][C:8]([NH:10][C:11]1[CH:16]=[CH:15][C:14]([C:17]2[C:18]([C:24]([O:26][CH2:27][CH3:28])=[O:25])=[CH:19][NH:20][C:21]=2[C:22]#[N:23])=[CH:13][C:12]=1[F:29])=[O:9])([CH3:6])([CH3:5])[CH3:4].[NH2:30]OP(=O)(C1C=CC=CC=1)C1C=CC=CC=1>CN(C=O)C>[NH2:30][N:20]1[C:21]([C:22]#[N:23])=[C:17]([C:14]2[CH:15]=[CH:16][C:11]([NH:10][C:8]([O:7][C:3]([CH3:6])([CH3:5])[CH3:4])=[O:9])=[C:12]([F:29])[CH:13]=2)[C:18]([C:24]([O:26][CH2:27][CH3:28])=[O:25])=[CH:19]1 |f:0.1|. Procedure details: A 1-L 3-neck rbf was fitted with an overhead stirrer and charged with sodium hydride (60% dispersion in mineral oil, 2.19 g, 54.6 mmol) and DMF (550 mL). Ethyl 4-{4-[(tert-butoxycarbonyl)amino]-3-fluorophenyl}-5-cyano-1H-pyrrole-3-carboxylate (10.00 g, 45.5 mmol) was added and the mixture was left to stir at rt for 15 min. The reaction mixture was treated with (aminooxy)(diphenyl) phosphine oxide (12.74 g, 54.6 mmol) and heated to 60° C. The very thick reaction mixture gradually became a readily... Starting materials: COC(=O)c1cc(OC)c(-c2cnc(C)o2)c(OC)c1, CO, Cl, [Na+], [OH-]. Yields the product COc1cc(C(=O)O)cc(OC)c1-c1cnc(C)o1. As a reaction SMILES: [CH3:1][c:2]1[o:3][c:4](-[c:7]2[c:8]([O:19][CH3:20])[cH:9][c:10]([C:11](=[O:12])[O:13][CH3:14])[cH:15][c:16]2[O:17][CH3:18])[cH:5][n:6]1.[CH3:24][OH:25].[ClH:23].[Na+:22].[OH-:21]>>[CH3:1][c:2]1[o:3][c:4](-[c:7]2[c:8]([O:19][CH3:20])[cH:9][c:10]([C:11](=[O:12])[OH:13])[cH:15][c:16]2[O:17][CH3:18])[cH:5][n:6]1.